Dataset: the Open Reaction Database (ORD), a public repository of structured organic reaction records. Task: describe an organic reaction: reactants, conditions, products, and yield Reactants: OC1=CC=C2CC[C@@H](CC2=C1)NC([C@H](O)C1=CC=CC=C1)=O (N-[(2S)-7-hydroxy-1,2,3,4-tetrahydronaphth-2-yl]-(R)-mandelamide), [I-].[K+] (potassium iodide), BrCC(=O)OCC (ethyl bromoacetate), C([O-])([O-])=O.[K+].[K+] (potassium carbonate). Solvent: CC(=O)C (acetone). Reaction conditions: time 5 hour. The product is C(=O)(OCC)COC1=CC=C2CC[C@@H](CC2=C1)NC([C@H](O)C1=CC=CC=C1)=O (N-[(2S)-7-carbethoxymethoxy-1,2,3,4-tetrahydronaphth-2-yl]-(R)-mandelamide). Yield: 57.0%. RXN SMILES: [OH:1][C:2]1[CH:11]=[C:10]2[C:5]([CH2:6][CH2:7][C@H:8]([NH:12][C:13](=[O:22])[C@@H:14]([C:16]3[CH:21]=[CH:20][CH:19]=[CH:18][CH:17]=3)[OH:15])[CH2:9]2)=[CH:4][CH:3]=1.Br[CH2:24][C:25]([O:27][CH2:28][CH3:29])=[O:26].C(=O)([O-])[O-].[K+].[K+].[I-].[K+]>CC(C)=O>[C:25]([CH2:24][O:1][C:2]1[CH:11]=[C:10]2[C:5]([CH2:6][CH2:7][C@H:8]([NH:12][C:13](=[O:22])[C@@H:14]([C:16]3[CH:21]=[CH:20][CH:19]=[CH:18][CH:17]=3)[OH:15])[CH2:9]2)=[CH:4][CH:3]=1)([O:27][CH2:28][CH3:29])=[O:26] |f:2.3.4,5.6|. Procedure details: A mixture of 15.8 g of N-[(2S)-7-hydroxy-1,2,3,4-tetrahydronaphth-2-yl]-(R)-mandelamide, obtained according to Example 3(b), 7.1 ml of ethyl bromoacetate, 22 g of anhydrous potassium carbonate and 1 g of potassium iodide in 600 ml of anhydrous acetone, is heated with reflux and with stirring for 5 hours and a half. The reaction mixture is filtered, evaporated to dryness and the oil which separates is left to crystallize. The solid so obtained is purified by flash-chromatography (elution with a 1... The reactants are S(O)(O)(=O)=O (sulphuric acid), CC1C(CCCC1)(C#CC(C)O)O (2-methyl-1-hydroxy-1-[3-hydroxy-but-1-ynyl]-cyclohexane). Solvent: O (water). Conditions: time 45 minute. The product is CC1=C(CCCC1)C(C=CC)=O (2-methyl-1-[but-2-enoyl]-cyclohex-1-ene). RXN SMILES: S(=O)(=O)(O)[OH:2].[CH3:6][CH:7]1[CH2:12][CH2:11][CH2:10][CH2:9][C:8]1(O)[C:13]#[C:14][CH:15](O)[CH3:16]>O>[CH3:6][C:7]1[CH2:12][CH2:11][CH2:10][CH2:9][C:8]=1[C:13](=[O:2])[CH:14]=[CH:15][CH3:16]. Procedure details: 20 g of 50 % aqueous sulphuric acid (parts by weight) were added to 20.2 g (0.11 mole) of 2-methyl-1-hydroxy-1-[3-hydroxy-but-1-ynyl]-cyclohexane and the thus obtained mixture was stirred for 45 minutes at 50°. After having added water to the said mixture, it was extracted three times with pentane, and the combined organic extracts were washed, dried (MgSO4) and concentrated. The resulting residue gave, by fractional distillation, a product of b.p. 118°-120°/12 Torr; 10.9 g (60 %). By purificati... Starting materials: O(C1=CC=CC=C1)C=1C=C(C=CC1)C12OCC(CC1)(CC2)O (1-(3-Phenoxyphenyl)-2-oxabicyclo[2.2.2]octan-4-ol), BrC/C=C/C(=O)OC (methyl 4-bromocrotonate), C(C)(C)(C)C1=NC(=CC=C1)C(C)(C)C (2,6-di-tert-butylpyridine). The reagents and catalysts are C(F)(F)(F)S(=O)(=O)[O-].[Ag+] (AgOTf). Run in C(Cl)Cl (DCM). Reaction conditions: time 3 day. The product is O(C1=CC=CC=C1)C=1C=C(C=CC1)C12OCC(CC1)(CC2)OC/C=C/C(=O)OC ((E)-Methyl 4-((1-(3-phenoxyphenyl)-2-oxabicyclo[2.2.2]octan-4-yl)oxy)but-2-enoate). Isolated yield 49.8%. RXN SMILES: [O:1]([C:8]1[CH:9]=[C:10]([C:14]23[CH2:21][CH2:20][C:17]([OH:22])([CH2:18][CH2:19]2)[CH2:16][O:15]3)[CH:11]=[CH:12][CH:13]=1)[C:2]1[CH:7]=[CH:6][CH:5]=[CH:4][CH:3]=1.Br[CH2:24]/[CH:25]=[CH:26]/[C:27]([O:29][CH3:30])=[O:28].C(C1C=CC=C(C(C)(C)C)N=1)(C)(C)C>C(Cl)Cl.C(S([O-])(=O)=O)(F)(F)F.[Ag+]>[O:1]([C:8]1[CH:9]=[C:10]([C:14]23[CH2:21][CH2:20][C:17]([O:22][CH2:24]/[CH:25]=[CH:26]/[C:27]([O:29][CH3:30])=[O:28])([CH2:18][CH2:19]2)[CH2:16][O:15]3)[CH:11]=[CH:12][CH:13]=1)[C:2]1[CH:7]=[CH:6][CH:5]=[CH:4][CH:3]=1 |f:4.5|. Procedure: A mixture of 96C [1-(3-phenoxyphenyl)-2-oxabicyclo[2.2.2]octan-4-ol] (63 mg, 0.213 mmol), methyl 4-bromocrotonate (0.075 mL, 0.64 mmol), 2,6-di-tert-butylpyridine (0.334 mL, 1.49 mmol), and AgOTf (164 mg, 0.64 mmol) in DCM (0.5 mL) was stirred at rt in the dark for 3 days. LC-MS showed the presence of the product, and the reaction was filtered. The filtrate was concentrated in vacuo. The crude product was chromatographed [SiO2; continuous gradient of EtOAc/hexane (0% to 10% over 10 min)] to give... Reported procedure: 2-Amino-N-methyl-N-propylbenzamide (prepared from N-methylpropylamine and isatoic anhydride, using the methods described in Example 17) and CMI were reacted using conditions described in the general procedure for CMI coupling to give 2-[(4,5-dihydro-1H-imidazol-2-ylmethyl)amino]-N-methyl-N-propylbenzamide. Product: N1C(=NCC1)CNC1=C(C(=O)N(CCC)C)C=CC=C1 (2-[(4,5-dihydro-1H-imidazol-2-ylmethyl)amino]-N-methyl-N-propylbenzamide). Reaction SMILES: [NH2:1][C:2]1[CH:14]=[CH:13][CH:12]=[CH:11][C:3]=1[C:4]([N:6]([CH3:10])[CH2:7][CH2:8][CH3:9])=[O:5].[CH3:15][NH:16][CH2:17][CH2:18]C.C12C(=CC=CC=1)[NH:25][C:24](=O)OC2=O>>[NH:16]1[CH2:15][CH2:24][N:25]=[C:17]1[CH2:18][NH:1][C:2]1[CH:14]=[CH:13][CH:12]=[CH:11][C:3]=1[C:4]([N:6]([CH3:10])[CH2:7][CH2:8][CH3:9])=[O:5]. The reactants are NC1=C(C(=O)N(CCC)C)C=CC=C1 (2-Amino-N-methyl-N-propylbenzamide), CNCCC (N-methylpropylamine), C1=2C(=O)OC(NC1=CC=CC2)=O (isatoic anhydride). Starting materials: [BH4-], C=CCn1c(NCC#N)nc(N2CCc3ccccc3CC2)c(C#N)c1=O, [Li+], C1CCOC1. Product: N#CCNc1nc(N2CCc3ccccc3CC2)c(C#N)c(=O)[nH]1. RXN SMILES: [BH4-:28].[CH2:1]([CH:2]=[CH2:3])[n:4]1[c:5]([NH:24][CH2:25][C:26]#[N:27])[n:6][c:7]([N:13]2[CH2:14][CH2:15][c:16]3[c:17]([cH:20][cH:21][cH:22][cH:23]3)[CH2:18][CH2:19]2)[c:8]([C:11]#[N:12])[c:9]1=[O:10].[Li+:29].[O:30]1[CH2:31][CH2:32][CH2:33][CH2:34]1>>[nH:4]1[c:5]([NH:24][CH2:25][C:26]#[N:27])[n:6][c:7]([N:13]2[CH2:14][CH2:15][c:16]3[c:17]([cH:20][cH:21][cH:22][cH:23]3)[CH2:18][CH2:19]2)[c:8]([C:11]#[N:12])[c:9]1=[O:10]. Conditions: time 24 hour. The product is OCC1(C(NCCC1)=O)N (3-hydroxymethyl-3-amino-2-piperidone). As a reaction SMILES: Cl.Cl.[OH:3][CH2:4][C:5]([NH2:14])([CH2:10][CH2:11][CH2:12][NH2:13])[C:6](OC)=[O:7].C[O-].[Na+]>CO>[OH:3][CH2:4][C:5]1([NH2:14])[CH2:10][CH2:11][CH2:12][NH:13][C:6]1=[O:7] |f:0.1.2,3.4|. The reactants are methanolic solution, C[O-].[Na+] (sodium methylate), Cl.Cl.OCC(C(=O)OC)(CCCN)N (methyl 2-hydroxymethyl-2,5-diaminopentanoate dihydrochloride). Reported procedure: 2-Hydroxymethyl-2,5-diaminopentanoic acid hydrochloride (5 g or 2.5×10-2 mol) is suspended in 75 ml of absolute methanol and the solution is saturated with dry hydrogen chloride. The homogenous solution is then heated under reflux for 48 hours. The reaction mixture is regularly saturated with dry hydrogen chloride. The solvent is evaporated under reduced pressure and the hygroscopic residue is dried under high vacuo (6.2 g) to give methyl 2-hydroxymethyl-2,5-diaminopentanoate dihydrochloride. Th... Run in CO (methanol). Yield: 80.8%. Starting materials: CCCCCCC(C)OC(C)=O, CC(=O)O, CN(C)c1ccc(C=O)cc1, [H-], [H][H], [Na+], O. The product is CCCCCCC(C)OC(=O)C=Cc1ccc(N(C)C)cc1. As a reaction SMILES: [C:20]([CH3:21])(=[O:22])[O:23][CH:24]([CH3:25])[CH2:26][CH2:27][CH2:28][CH2:29][CH2:30][CH3:31].[CH3:16][C:17](=[O:18])[OH:19].[CH3:3][N:4]([c:5]1[cH:6][cH:7][c:8]([CH:9]=[O:10])[cH:11][cH:12]1)[CH3:13].[H-:1].[H:14][H:15].[Na+:2].[OH2:32]>>[CH3:3][N:4]([c:5]1[cH:6][cH:7][c:8]([CH:9]=[CH:21][C:20](=[O:22])[O:23][CH:24]([CH3:25])[CH2:26][CH2:27][CH2:28][CH2:29][CH2:30][CH3:31])[cH:11][cH:12]1)[CH3:13]. The reactants are C(C)(C)(C)OC(C(Br)C1=CC(=C(C(=C1)C(C)(C)C)O)C(C)(C)C)=O ((3,5-di-tert-butyl-4-hydroxy-phenyl)-bromo-acetic acid t-butyl ester), C1CCOC1 (THF), CNC (dimethylamine). Conditions: time 8 hour. Product: C(C)(C)(C)OC(C(N(C)C)C1=CC(=C(C(=C1)C(C)(C)C)O)C(C)(C)C)=O ((3,5-Di-tert-butyl-4-hydroxy-phenyl)-dimethylamino-acetic acid t-butyl ester). RXN SMILES: [C:1]([O:5][C:6](=[O:24])[CH:7]([C:9]1[CH:14]=[C:13]([C:15]([CH3:18])([CH3:17])[CH3:16])[C:12]([OH:19])=[C:11]([C:20]([CH3:23])([CH3:22])[CH3:21])[CH:10]=1)Br)([CH3:4])([CH3:3])[CH3:2].C1COCC1.[CH3:30][NH:31][CH3:32]>>[C:1]([O:5][C:6](=[O:24])[CH:7]([C:9]1[CH:14]=[C:13]([C:15]([CH3:18])([CH3:17])[CH3:16])[C:12]([OH:19])=[C:11]([C:20]([CH3:23])([CH3:22])[CH3:21])[CH:10]=1)[N:31]([CH3:32])[CH3:30])([CH3:4])([CH3:3])[CH3:2]. Procedure: To a solution of Intermediate 19 (0.8654 g, 2.17 mmol) in 8 mL, THF was bubbled in dimethylamine. The reaction was stirred at ambient temperature overnight. The solvent was removed in vacuo. The residue was taken up in ethyl acetate, washed with brine, dried over MgSO4, and concentrated. The crude product was chromatographed on silica eluting with 5% to 20% EtOAc/hex. The resulting yellow oil crystallized to a yellow solid under high vacuum overnight Reactants: CN(C=O)C (dimethylformamide), ClC1=C(C#N)C=C(C=C1)[N+](=O)[O-] (2-chloro-5-nitrobenzonitrile), C(CCCCC)O (n-hexanol), [H-].[Na+] (sodium hydride). Solvent: O (water). Run at time 1 hour. The product is C(CCCCC)OC1=C(C#N)C=C(C=C1)[N+](=O)[O-] (2-n-hexyloxy-5-nitrobenzonitrile). Isolated yield 65.5%. As a reaction SMILES: CN(C)C=O.Cl[C:7]1[CH:14]=[CH:13][C:12]([N+:15]([O-:17])=[O:16])=[CH:11][C:8]=1[C:9]#[N:10].[CH2:18]([OH:24])[CH2:19][CH2:20][CH2:21][CH2:22][CH3:23].[H-].[Na+]>O>[CH2:18]([O:24][C:7]1[CH:14]=[CH:13][C:12]([N+:15]([O-:17])=[O:16])=[CH:11][C:8]=1[C:9]#[N:10])[CH2:19][CH2:20][CH2:21][CH2:22][CH3:23] |f:3.4|. Reported procedure: To dimethylformamide solution (91 ml) containing 2-chloro-5-nitrobenzonitrile (18.2 g) and n-hexanol (11.2 g) was added sodium hydride (60% content, 4.8 g) under ice-cooling and the mixture was stirred for 1 h. The reaction mixture was added to water and extracted with toluene. The organic layer was washed with saturated brine and dried over anhydrous magnesium sulfate, after which the solvent was evaporated under reduced pressure. The residue was purified by silica gel column chromatography (mo... The reactants are Cc1noc(NC(=O)OCC(Cl)(Cl)Cl)c1C, CS(C)=O, CCN(C(C)C)C(C)C, Fc1cccc(-c2csc(N3CCNCC3)n2)c1F, O. Product: Cc1noc(NC(=O)N2CCN(c3nc(-c4cccc(F)c4F)cs3)CC2)c1C. As a reaction SMILES: [CH3:1][c:2]1[n:3][o:4][c:5]([NH:8][C:9]([O:10][CH2:11][C:12]([Cl:13])([Cl:14])[Cl:15])=[O:16])[c:6]1[CH3:7].[CH3:46][S:47](=[O:48])[CH3:49].[CH:36]([N:37]([CH:38]([CH3:39])[CH3:40])[CH2:41][CH3:42])([CH3:43])[CH3:44].[F:17][c:18]1[c:19](-[c:25]2[n:26][c:27]([N:30]3[CH2:31][CH2:32][NH:33][CH2:34][CH2:35]3)[s:28][cH:29]2)[cH:20][cH:21][cH:22][c:23]1[F:24].[OH2:45]>>[CH3:1][c:2]1[n:3][o:4][c:5]([NH:8][C:9](=[O:16])[N:33]2[CH2:32][CH2:31][N:30]([c:27]3[n:26][c:25](-[c:19]4[c:18]([F:17])[c:23]([F:24])[cH:22][cH:21][cH:20]4)[cH:29][s:28]3)[CH2:35][CH2:34]2)[c:6]1[CH3:7].